This data is from the Open Reaction Database (ORD), a public repository of structured organic reaction records. The task is: describe an organic reaction: reactants, conditions, products, and yield Reactants: CC(C)(C)O, Cc1cnc(C#N)c(C)c1, [Na+], [OH-], O=S(=O)(O)O. Product: Cc1cnc(C(=O)NC(C)(C)C)c(C)c1. RXN SMILES: [C:11]([CH3:12])([CH3:13])([CH3:14])[OH:15].[C:1](#[N:2])[c:3]1[n:4][cH:5][c:6]([CH3:10])[cH:7][c:8]1[CH3:9].[Na+:17].[OH-:16].[S:18](=[O:19])(=[O:20])([OH:21])[OH:22]>>[C:1]([NH:2][C:11]([CH3:12])([CH3:13])[CH3:14])([c:3]1[n:4][cH:5][c:6]([CH3:10])[cH:7][c:8]1[CH3:9])=[O:16]. The reactants are CN(C)C=O, Clc1ccc(N2CCN(c3nc(Cl)c4c(n3)CCS4)CC2)cc1, [N-]=[N+]=[N-], [Na+]. Yields the product [N-]=[N+]=Nc1nc(N2CCN(c3ccc(Cl)cc3)CC2)nc2c1SCC2. Reaction SMILES: [CH3:28][N:29]([CH3:30])[CH:31]=[O:32].[Cl:1][c:2]1[c:3]2[c:4]([n:5][c:6]([N:8]3[CH2:9][CH2:10][N:11]([c:14]4[cH:15][cH:16][c:17]([Cl:20])[cH:18][cH:19]4)[CH2:12][CH2:13]3)[n:7]1)[CH2:21][CH2:22][S:23]2.[N-:25]=[N+:26]=[N-:27].[Na+:24]>>[c:2]1([N:25]=[N+:26]=[N-:27])[c:3]2[c:4]([n:5][c:6]([N:8]3[CH2:9][CH2:10][N:11]([c:14]4[cH:15][cH:16][c:17]([Cl:20])[cH:18][cH:19]4)[CH2:12][CH2:13]3)[n:7]1)[CH2:21][CH2:22][S:23]2. The reactants are O=C(Cl)C(=O)Cl, COc1cc(Cl)ccc1C(=O)O, ClCCl, CN(C)C=O. The product is COc1cc(Cl)ccc1C(=O)Cl. As a reaction SMILES: [Cl:18][C:19]([C:20]([Cl:21])=[O:22])=[O:23].[Cl:1][c:2]1[cH:3][c:4]([O:11][CH3:12])[c:5]([C:6](=[O:7])[OH:8])[cH:9][cH:10]1.[Cl:24][CH2:25][Cl:26].[O:13]=[CH:14][N:15]([CH3:16])[CH3:17]>>[Cl:1][c:2]1[cH:3][c:4]([O:11][CH3:12])[c:5]([C:6](=[O:7])[Cl:18])[cH:9][cH:10]1. The reactants are ice, C(C1=CC=CC=C1)NC(C(N1C(=NC2=C1C=C(C(=C2)F)F)C=2C(=NC(=CC2)OC)OC)C2CCCCC2)=O (N-benzyl-2-cyclohexyl-2-[2-(2,6-dimethoxy-pyridin-3-yl)-5,6-difluoro-benzoimidazol-1-yl]-acetamide), C(C)(=O)O (acetic acid), C(C)(=O)OC(C)=O (acetic anhydride), N(=O)[O-].[Na+] (sodium nitrite). The product is C(C1=CC=CC=C1)N(C(C(N1C(=NC2=C1C=C(C(=C2)F)F)C=2C(=NC(=CC2)OC)OC)C2CCCCC2)=O)N=O (N-Benzyl-N-nitroso-2-cyclohexyl-2-[2-(2,6-dimethoxy-pyridin-3-yl)-5,6-difluoro-benzoimidazol-1-yl]-acetamide). As a reaction SMILES: [CH2:1]([NH:8][C:9](=[O:38])[CH:10]([CH:32]1[CH2:37][CH2:36][CH2:35][CH2:34][CH2:33]1)[N:11]1[C:15]2[CH:16]=[C:17]([F:21])[C:18]([F:20])=[CH:19][C:14]=2[N:13]=[C:12]1[C:22]1[C:23]([O:30][CH3:31])=[N:24][C:25]([O:28][CH3:29])=[CH:26][CH:27]=1)[C:2]1[CH:7]=[CH:6][CH:5]=[CH:4][CH:3]=1.C(O)(=O)C.C(OC(=O)C)(=O)C.[N:50]([O-])=[O:51].[Na+]>>[CH2:1]([N:8]([N:50]=[O:51])[C:9](=[O:38])[CH:10]([CH:32]1[CH2:33][CH2:34][CH2:35][CH2:36][CH2:37]1)[N:11]1[C:15]2[CH:16]=[C:17]([F:21])[C:18]([F:20])=[CH:19][C:14]=2[N:13]=[C:12]1[C:22]1[C:23]([O:30][CH3:31])=[N:24][C:25]([O:28][CH3:29])=[CH:26][CH:27]=1)[C:2]1[CH:3]=[CH:4][CH:5]=[CH:6][CH:7]=1 |f:3.4|. Procedure: To an ice-cold solution of 15 g (28.81 mmol) N-benzyl-2-cyclohexyl-2-[2-(2,6-dimethoxy-pyridin-3-yl)-5,6-difluoro-benzoimidazol-1-yl]-acetamide in 94 ml (1642 mmol) acetic acid and 198 ml (3486 mmol) acetic anhydride were added in 5 portions over 30 min. 9.94 g (144 mmol) sodium nitrite. The resulting solution was allowed to warm to room temperature overnight. The resulting yellow suspension was evaporated and the yellow slurry was taken up in 500 ml saturated aqueous sodium bicarbonate solution... Reactants: C1CCOC1, COc1cc2nccc(Oc3ccc4c(N)cccc4c3)c2cc1OC, O=C=Nc1ccccc1F. The product is COc1cc2nccc(Oc3ccc4c(NC(=O)Nc5ccccc5F)cccc4c3)c2cc1OC. Reaction SMILES: [CH2:37]1[O:38][CH2:39][CH2:40][CH2:41]1.[CH3:1][O:2][c:3]1[cH:4][c:5]2[c:6]([O:15][c:16]3[cH:17][c:18]4[cH:19][cH:20][cH:21][c:22]([NH2:26])[c:23]4[cH:24][cH:25]3)[cH:7][cH:8][n:9][c:10]2[cH:11][c:12]1[O:13][CH3:14].[F:27][c:28]1[c:29]([N:34]=[C:35]=[O:36])[cH:30][cH:31][cH:32][cH:33]1>>[CH3:1][O:2][c:3]1[cH:4][c:5]2[c:6]([O:15][c:16]3[cH:17][c:18]4[cH:19][cH:20][cH:21][c:22]([NH:26][C:35]([NH:34][c:29]5[c:28]([F:27])[cH:33][cH:32][cH:31][cH:30]5)=[O:36])[c:23]4[cH:24][cH:25]3)[cH:7][cH:8][n:9][c:10]2[cH:11][c:12]1[O:13][CH3:14]. The reactants are CN(C)C=O, Cc1ccc(C)c(OCc2ccccc2C(=O)O)c1, CC(Cl)Cl, O=S(Cl)Cl. Product: Cc1ccc(C)c(OCc2ccccc2C(=O)Cl)c1. As a reaction SMILES: [CH3:28][N:29]([CH3:30])[CH:31]=[O:32].[CH3:9][c:10]1[c:11]([O:12][CH2:13][c:14]2[c:15]([C:16](=[O:17])[OH:18])[cH:19][cH:20][cH:21][cH:22]2)[cH:23][c:24]([CH3:27])[cH:25][cH:26]1.[Cl:1][CH:2]([Cl:3])[CH3:4].[S:5]([Cl:6])([Cl:7])=[O:8]>>[Cl:1][C:16]([c:15]1[c:14]([CH2:13][O:12][c:11]2[c:10]([CH3:9])[cH:26][cH:25][c:24]([CH3:27])[cH:23]2)[cH:22][cH:21][cH:20][cH:19]1)=[O:17].